This data is from the Open Reaction Database (ORD), a public repository of structured organic reaction records. The task is: describe an organic reaction: reactants, conditions, products, and yield Reactants: BrC=1C(=NC(=NC1)Cl)OCC1CCN(CC1)C(=O)OC(C)(C)C (tert-butyl 4-((5-bromo-2-chloropyrimidin-4-yloxy)methyl)piperidine-1-carboxylate), C[C@H]1CC[C@H](CC1)N (cis-4-methylcyclohexanamine). Product: C[C@H]1CC[C@H](CC1)NC1=NC=C(C(=N1)OCC1CCN(CC1)C(=O)OC(C)(C)C)Br (tert-butyl 4-((2-(cis-4-methylcyclohexylamino)-5-bromopyrimidin-4-yloxy)methyl)piperidine-1-carboxylate). The yield is 50.0%. RXN SMILES: [Br:1][C:2]1[C:3]([O:9][CH2:10][CH:11]2[CH2:16][CH2:15][N:14]([C:17]([O:19][C:20]([CH3:23])([CH3:22])[CH3:21])=[O:18])[CH2:13][CH2:12]2)=[N:4][C:5](Cl)=[N:6][CH:7]=1.[CH3:24][C@@H:25]1[CH2:30][CH2:29][C@H:28]([NH2:31])[CH2:27][CH2:26]1>>[CH3:24][C@@H:25]1[CH2:30][CH2:29][C@H:28]([NH:31][C:5]2[N:4]=[C:3]([O:9][CH2:10][CH:11]3[CH2:16][CH2:15][N:14]([C:17]([O:19][C:20]([CH3:23])([CH3:22])[CH3:21])=[O:18])[CH2:13][CH2:12]3)[C:2]([Br:1])=[CH:7][N:6]=2)[CH2:27][CH2:26]1. Reported procedure: Using the procedure of Example 1 Step 2 tert-butyl 4-((5-bromo-2-chloropyrimidin-4-yloxy)methyl)piperidine-1-carboxylate was reacted with cis-4-methylcyclohexanamine to provide the title compound in 50% yield. 1H NMR (CDCl3, 400 MHz) 8.05 (s, 1H), 5.10 (sb, 1H), 4.15 (m, 4H), 3.96 (m, 1H), 2.71 (m, 2H), 1.95 (m, 1H), 1.78-1.48 (m, 9H), 1.44 (s, 9H), 1.28-1.16 (m, 3H), 0.91 (d, 3H); MS (ESI) m/z: Calc: 482.2 (M+). Found. 484.2 (M++2). The reactants are COC(CC1=CC(=C(C=C1)NC(=O)NC1=C(C=CC=C1)C)OC)=O ([3-methoxy-4-(3-o-tolylureido)phenyl]-acetic acid methyl ester), [OH-].[Na+] (sodium hydroxide). The solvent is CO (methanol). Conditions: time 30 minute. Product: COC=1C=C(C=CC1NC(=O)NC1=C(C=CC=C1)C)CC(=O)O ([3-Methoxy-4-(3-o-tolylureido)phenyl]acetic acid). The yield is 84.5%. Reaction SMILES: C[O:2][C:3](=[O:24])[CH2:4][C:5]1[CH:10]=[CH:9][C:8]([NH:11][C:12]([NH:14][C:15]2[CH:20]=[CH:19][CH:18]=[CH:17][C:16]=2[CH3:21])=[O:13])=[C:7]([O:22][CH3:23])[CH:6]=1.[OH-].[Na+]>CO>[CH3:23][O:22][C:7]1[CH:6]=[C:5]([CH2:4][C:3]([OH:24])=[O:2])[CH:10]=[CH:9][C:8]=1[NH:11][C:12]([NH:14][C:15]1[CH:20]=[CH:19][CH:18]=[CH:17][C:16]=1[CH3:21])=[O:13] |f:1.2|. Procedure details: A suspension of [3-methoxy-4-(3-o-tolylureido)phenyl]-acetic acid methyl ester (19.43 g, Reference Example 6) in methanol (195 ml) was treated with sodium hydroxide solution (65 ml, 1N) and the mixture was heated at reflux for 1 hour giving a clear solution. The reaction mixture was cooled to room temperature and then filtered. The filtrate was diluted to 390 ml with water, then heated to 50° C. and then acidified to pH 1 by the addition of hydrochloric acid (80 ml, 1N) over 1 hour. The resultin... As a reaction SMILES: [C:18]([c:19]1[cH:20][cH:21][cH:22][cH:23][c:24]1[OH:25])([CH3:26])([CH3:27])[CH3:28].[CH2:14]1[CH:15]([CH3:16])[O:17]1.[CH2:29]1[O:30][CH:31]1[CH2:32][CH3:33].[CH:1]([CH3:2])([CH3:3])[c:4]1[c:5]([OH:13])[c:6]([CH:10]([CH3:11])[CH3:12])[cH:7][cH:8][cH:9]1>>[CH:1]([CH3:2])([CH3:3])[c:4]1[c:5]([O:13][CH2:14][CH:15]([CH3:16])[OH:17])[c:6]([CH:10]([CH3:11])[CH3:12])[cH:7][cH:8][cH:9]1. The product is CC(O)COc1c(C(C)C)cccc1C(C)C. Starting materials: CC(C)(C)c1ccccc1O, CC1CO1, CCC1CO1, CC(C)c1cccc(C(C)C)c1O. As a reaction SMILES: [OH:1][CH:2]1[O:10][C@H](CO)[C@@H:7]([OH:8])[C@H:5]([OH:6])[C@H:3]1N.[OH2:13]>>[C:7]([OH:8])(=[O:13])[CH:5]([CH2:3][C:2]([OH:1])=[O:10])[OH:6]. The reactants are OC1[C@H](N)[C@@H](O)[C@H](O)[C@H](O1)CO (glucosamine), raw material, O (water). Procedure details: In this connection, it was found that the highest glucosamine content was observed when the raw material was treated with pure water and then treated in an autoclave. The product is C(C(O)CC(=O)O)(=O)O (Malic Acid). Starting materials: compound [ 4-6 ], C1(=CC=CC=C1)C1=CC=C(CCl)C=C1 (4-phenylbenzyl chloride), C(C1=CC=CC=C1)N1C=CC2=CC=C(C=C12)CC(=O)O (2-(1-benzyl-1H-indole-6-yl)acetic acid). Yields the product C1(=CC=C(C=C1)CN1C=CC2=CC=C(C=C12)CC(=O)O)C1=CC=CC=C1 (2-[1-(biphenyl-4-ylmethyl)-1H-indole-6-yl]acetic acid), C(C1=CC=CC=C1)N1C=CC2=CC=C(C=C12)CC(=O)O (2-(1-benzyl-1H-indole-6-yl)acetic acid). As a reaction SMILES: [C:1]1([C:7]2[CH:14]=[CH:13][C:10]([CH2:11]Cl)=[CH:9][CH:8]=2)[CH:6]=[CH:5][CH:4]=[CH:3][CH:2]=1.[CH2:15]([N:22]1[C:30]2[C:25](=[CH:26][CH:27]=[C:28]([CH2:31][C:32]([OH:34])=[O:33])[CH:29]=2)[CH:24]=[CH:23]1)[C:16]1[CH:21]=[CH:20][CH:19]=[CH:18][CH:17]=1>>[C:7]1([C:1]2[CH:6]=[CH:5][CH:4]=[CH:3][CH:2]=2)[CH:14]=[CH:13][C:10]([CH2:11][N:22]2[C:30]3[C:25](=[CH:26][CH:27]=[C:28]([CH2:31][C:32]([OH:34])=[O:33])[CH:29]=3)[CH:24]=[CH:23]2)=[CH:9][CH:8]=1.[CH2:15]([N:22]1[C:30]2[C:25](=[CH:26][CH:27]=[C:28]([CH2:31][C:32]([OH:34])=[O:33])[CH:29]=2)[CH:24]=[CH:23]1)[C:16]1[CH:17]=[CH:18][CH:19]=[CH:20][CH:21]=1. Reported procedure: The titled compound (22 mg) as a light brown solid was prepared from the compound [4-6] obtained in the process (6) of Example 4 (100 mg) and 4-phenylbenzyl chloride according to the method of the process (7) of Example 4.